Dataset: the Open Reaction Database (ORD), a public repository of structured organic reaction records. Task: describe an organic reaction: reactants, conditions, products, and yield Reactants: C(C(C)C)N(C(C1=CC(=C(C=C1)NCCCN(CCC1=NC=CC=C1)C)[N+](=O)[O-])=O)CC(C)C (N,N-diisobutyl-4-({3-[methyl(2-pyridin-2-ylethyl)amino]propyl}amino)-3-nitrobenzamide). Reagents/catalysts: [Pd] (palladium on carbon). Run in C(C)(=O)OCC.C(C)O (ethyl acetate ethanol). Conditions: time 7 hour. Product: NC=1C=C(C(=O)N(CC(C)C)CC(C)C)C=CC1NCCCN(CCC1=NC=CC=C1)C (3-amino-N,N-diisobutyl-4-({3-[methyl(2-pyridin-2-ylethyl)amino]propyl}amino) Benzamide), oil. Yield: 92.0%. As a reaction SMILES: [CH2:1]([N:5]([CH2:31][CH:32]([CH3:34])[CH3:33])[C:6](=[O:30])[C:7]1[CH:12]=[CH:11][C:10]([NH:13][CH2:14][CH2:15][CH2:16][N:17]([CH3:26])[CH2:18][CH2:19][C:20]2[CH:25]=[CH:24][CH:23]=[CH:22][N:21]=2)=[C:9]([N+:27]([O-])=O)[CH:8]=1)[CH:2]([CH3:4])[CH3:3]>[Pd].C(OCC)(=O)C.C(O)C>[NH2:27][C:9]1[CH:8]=[C:7]([CH:12]=[CH:11][C:10]=1[NH:13][CH2:14][CH2:15][CH2:16][N:17]([CH3:26])[CH2:18][CH2:19][C:20]1[CH:25]=[CH:24][CH:23]=[CH:22][N:21]=1)[C:6]([N:5]([CH2:1][CH:2]([CH3:3])[CH3:4])[CH2:31][CH:32]([CH3:34])[CH3:33])=[O:30] |f:2.3|. Reported procedure: N,N-diisobutyl-4-({3-[methyl(2-pyridin-2-ylethyl)amino]propyl}amino)-3-nitrobenzamide (2.9 g) in solution in an ethyl acetate/ethanol mixture (100 ml), and 10% palladium on carbon (290 mg) are added together in an autoclave. After stirring for 7 hours under a hydrogen atmosphere (3 bars), the catalyst is eliminated by filtration on Celite and the filtrate is concentrated under reduced pressure at 40° C. in order to produce the expected compound in the form of an oil (2.5 g, 92% yield). The reactants are Br.BrCC(=O)C1=CC=NC=C1 (4-(bromoacetyl)pyridine hydrobromide), C(C1=CC=CC=C1)(=S)N (thiobenzamide). The solvent is CN(C)C=O (DMF). Reaction conditions: time 12 hour. Product: C1(=CC=CC=C1)C=1SC=C(N1)C1=CC=NC=C1 (2-phenyl-4-(pyridin-4-yl)thiazole). Reaction SMILES: Br.Br[CH2:3][C:4]([C:6]1[CH:11]=[CH:10][N:9]=[CH:8][CH:7]=1)=O.[C:12]([NH2:20])(=[S:19])[C:13]1[CH:18]=[CH:17][CH:16]=[CH:15][CH:14]=1>CN(C=O)C>[C:13]1([C:12]2[S:19][CH:3]=[C:4]([C:6]3[CH:11]=[CH:10][N:9]=[CH:8][CH:7]=3)[N:20]=2)[CH:18]=[CH:17][CH:16]=[CH:15][CH:14]=1 |f:0.1|. Procedure: To the solution of 4-(bromoacetyl)pyridine hydrobromide (500 mg, 1.8 mmol) in dry DMF (5 mL) was added thiobenzamide (242 mg, 1.8 mmol,) and the resulting reaction was stirred at rt for 12 h. Thereafter, the reaction quenched with saturated aqueous NaHCO3 solution (25 mL) and the mixture extracted with EtOAc (3×25 mL). The combined organic extracts were washed with water (25 mL), dried (Na2SO4), and concentrated. The resulting residue was purified by flash chromatography (SiO2, 100:0-0:100 hexan... The reactants are BrC1=CN=C(S1)C=1C=CC(=C(C#N)C1)OC(C)C (5-(5-bromo-1,3-thiazol-2-yl)-2-[(1-methylethyl)oxy]benzonitrile), C(C)C1=C(C=O)C=CC=C1B1OC(C(O1)(C)C)(C)C (2-ethyl-3-(4,4,5,5-tetramethyl-1,3,2-dioxaborolan-2-yl)benzaldehyde), P(=O)([O-])([O-])[O-].[K+].[K+].[K+] (tripotassium phosphate). Reagents/catalysts: C=1C=CC(=CC1)[P](C=2C=CC=CC2)(C=3C=CC=CC3)[Pd]([P](C=4C=CC=CC4)(C=5C=CC=CC5)C=6C=CC=CC6)([P](C=7C=CC=CC7)(C=8C=CC=CC8)C=9C=CC=CC9)[P](C=1C=CC=CC1)(C=1C=CC=CC1)C=1C=CC=CC1 (Pd(Ph3P)4). The solvent is CN(C=O)C (N,N-dimethylformamide), O (water). Run at temperature 120 celsius. The product is C(C)C1=C(C=CC=C1C=O)C1=CN=C(S1)C=1C=CC(=C(C#N)C1)OC(C)C (5-[5-(2-ethyl-3-formylphenyl)-1,3-thiazol-2-yl]-2-[(1-methylethyl)oxy]benzonitrile). The yield is 85.9%. Reaction SMILES: Br[C:2]1[S:6][C:5]([C:7]2[CH:8]=[CH:9][C:10]([O:15][CH:16]([CH3:18])[CH3:17])=[C:11]([CH:14]=2)[C:12]#[N:13])=[N:4][CH:3]=1.[CH2:19]([C:21]1[C:28](B2OC(C)(C)C(C)(C)O2)=[CH:27][CH:26]=[CH:25][C:22]=1[CH:23]=[O:24])[CH3:20].P([O-])([O-])([O-])=O.[K+].[K+].[K+]>CN(C)C=O.O.C1C=CC([P]([Pd]([P](C2C=CC=CC=2)(C2C=CC=CC=2)C2C=CC=CC=2)([P](C2C=CC=CC=2)(C2C=CC=CC=2)C2C=CC=CC=2)[P](C2C=CC=CC=2)(C2C=CC=CC=2)C2C=CC=CC=2)(C2C=CC=CC=2)C2C=CC=CC=2)=CC=1>[CH2:19]([C:21]1[C:22]([CH:23]=[O:24])=[CH:25][CH:26]=[CH:27][C:28]=1[C:2]1[S:6][C:5]([C:7]2[CH:8]=[CH:9][C:10]([O:15][CH:16]([CH3:18])[CH3:17])=[C:11]([CH:14]=2)[C:12]#[N:13])=[N:4][CH:3]=1)[CH3:20] |f:2.3.4.5,^1:55,57,76,95|. Procedure details: To a solution of 5-(5-bromo-1,3-thiazol-2-yl)-2-[(1-methylethyl)oxy]benzonitrile (D65) (500 mg), 2-ethyl-3-(4,4,5,5-tetramethyl-1,3,2-dioxaborolan-2-yl)benzaldehyde (443 mg) and tripotassium phosphate (657 mg) in N,N-dimethylformamide (DMF) (12 mL) and water (2 mL) stirred under nitrogen at room temperature was added Pd(Ph3P)4 (179 mg) in one charge. The reaction vessel was sealed and heated under microwave at 120° C. for 15 min. After cooling the reaction, the reaction mixture was filtered and ... Starting materials: C1(CC1)[Mg]Br (cyclopropylmagnesium bromide), BrC1=NC(=CC=C1)C1OCCO1 (2-Bromo-6-[1,3]dioxolan-2-yl-pyridine), [Cl-].[NH4+] (ammonium chloride), CCOC(=O)C (EtOAc). The reagents and catalysts are [Cl-].[Cl-].[Zn+2] (ZnCl2), C=1C=CC(=CC1)[P](C=2C=CC=CC2)(C=3C=CC=CC3)[Pd]([P](C=4C=CC=CC4)(C=5C=CC=CC5)C=6C=CC=CC6)([P](C=7C=CC=CC7)(C=8C=CC=CC8)C=9C=CC=CC9)[P](C=1C=CC=CC1)(C=1C=CC=CC1)C=1C=CC=CC1 (Pd(PPh3)4). The solvent is C1CCOC1 (THF). Yields the product C1(CC1)C1=NC(=CC=C1)C1OCCO1 (2-cyclopropyl-6-[1,3]dioxolan-2-yl-pyridine). Yield: 61.0%. Reaction SMILES: [CH:1]1([Mg]Br)[CH2:3][CH2:2]1.Br[C:7]1[CH:12]=[CH:11][CH:10]=[C:9]([CH:13]2[O:17][CH2:16][CH2:15][O:14]2)[N:8]=1.CCOC(C)=O.[Cl-].[NH4+]>C1COCC1.[Cl-].[Cl-].[Zn+2].C1C=CC([P]([Pd]([P](C2C=CC=CC=2)(C2C=CC=CC=2)C2C=CC=CC=2)([P](C2C=CC=CC=2)(C2C=CC=CC=2)C2C=CC=CC=2)[P](C2C=CC=CC=2)(C2C=CC=CC=2)C2C=CC=CC=2)(C2C=CC=CC=2)C2C=CC=CC=2)=CC=1>[CH:1]1([C:7]2[CH:12]=[CH:11][CH:10]=[C:9]([CH:13]3[O:14][CH2:15][CH2:16][O:17]3)[N:8]=2)[CH2:3][CH2:2]1 |f:3.4,6.7.8,^1:37,39,58,77|. Reported procedure: To a solution of ZnCl2 in THF (0.5 M, 25 mL) was added dropwise a solution of cyclopropylmagnesium bromide (0.5 M, 25 mL) at −78° C. under nitrogen. The reaction mixture was then allowed to warm up to room temperature and stirred for an hour. The above mixture was then transferred to a sealed tube with 2-bromo-6-[1,3]dioxolan-2-yl-pyridine (1.9 g, 8.25 mmole, see subpart (a) above) and Pd(PPh3)4 (0.4 g, 0.35 mmole). TLC showed major formation of the product and some starting material. The mixtur... The reactants are CC(C)(C)C(=O)Oc1c(F)cc(Br)c(C#N)c1F, COC(=O)c1cccc([N+](=O)[O-])c1-c1ccc(-c2sccc2NS(=O)(=O)C(C)C)cc1, CCOC(C)=O, CCO. Yields the product COC(=O)c1cccc(N)c1-c1ccc(-c2sccc2NS(=O)(=O)C(C)C)cc1. Reaction SMILES: [Br:1][c:2]1[cH:3][c:4]([F:5])[c:6]([O:7][C:8](=[O:9])[C:10]([CH3:11])([CH3:12])[CH3:13])[c:14]([F:15])[c:16]1[C:17]#[N:18].[CH3:19][O:20][C:21](=[O:22])[c:23]1[c:24](-[c:32]2[cH:33][cH:34][c:35](-[c:38]3[s:39][cH:40][cH:41][c:42]3[NH:43][S:44](=[O:45])(=[O:46])[CH:47]([CH3:48])[CH3:49])[cH:36][cH:37]2)[c:25]([N+:29]([O-:30])=[O:31])[cH:26][cH:27][cH:28]1.[CH3:50][CH2:51][O:52][C:53]([CH3:54])=[O:55].[CH3:56][CH2:57][OH:58]>>[CH3:19][O:20][C:21](=[O:22])[c:23]1[c:24](-[c:32]2[cH:33][cH:34][c:35](-[c:38]3[s:39][cH:40][cH:41][c:42]3[NH:43][S:44](=[O:45])(=[O:46])[CH:47]([CH3:48])[CH3:49])[cH:36][cH:37]2)[c:25]([NH2:29])[cH:26][cH:27][cH:28]1. Starting materials: C(#N)C1=CC=C(OC[C@H]2N(C2)C(=O)OC(C)(C)C)C=C1 (tert-Butyl (2S)-2-[(4-Cyanophenoxy)methyl]-1-aziridinecarboxylate), C(C1=CC=CC=C1)N(C1C2CNCC1CC2)C (N-Benzyl-N-methyl-3-azabicyclo[3.2.1]octan-8-amine). The solvent is CC(C)O (IPA). Run at temperature 60 celsius, time 8 hour. The product is C(C1=CC=CC=C1)N(C1C2CN(CC1CC2)C[C@@H](COC2=CC=C(C=C2)C#N)NC(OC(C)(C)C)=O)C (tert-Butyl (1S)-2-{8-[Benzyl(methyl)amino]-3-azabicyclo[3.2.1]oct-3-yl}-1-[(4-cyanophenoxy)methyl]ethylcarbamate). Reaction SMILES: [C:1]([C:3]1[CH:20]=[CH:19][C:6]([O:7][CH2:8][C@@H:9]2[CH2:11][N:10]2[C:12]([O:14][C:15]([CH3:18])([CH3:17])[CH3:16])=[O:13])=[CH:5][CH:4]=1)#[N:2].[CH2:21]([N:28]([CH3:37])[CH:29]1[CH:34]2[CH2:35][CH2:36][CH:30]1[CH2:31][NH:32][CH2:33]2)[C:22]1[CH:27]=[CH:26][CH:25]=[CH:24][CH:23]=1>CC(O)C>[CH2:21]([N:28]([CH3:37])[CH:29]1[CH:34]2[CH2:35][CH2:36][CH:30]1[CH2:31][N:32]([CH2:11][C@H:9]([NH:10][C:12](=[O:13])[O:14][C:15]([CH3:16])([CH3:17])[CH3:18])[CH2:8][O:7][C:6]1[CH:5]=[CH:4][C:3]([C:1]#[N:2])=[CH:20][CH:19]=1)[CH2:33]2)[C:22]1[CH:23]=[CH:24][CH:25]=[CH:26][CH:27]=1. Procedure details: A mixture of tert-butyl (2S)-2-[(4-cyanophenoxy)methyl]-1-aziridinecarboxylate (see step (iii) above; 1.26 g, 4.6 mmol) and N-benzyl-N-methyl-3-azabicyclo[3.2.1]octan-8-amine (see step (vii) above; 1.05 g, 4.6 mmol) in IPA (15 mL) was stirred at 60° C. overnight. The solvent was evaporated and the residue purified by chromatography on silica gel, eluting with DCM:MeOH (20:1). This gave 1.8 g (78%) of the subtitle compound Starting materials: C1(CCC1)COC1=CC=CC2=C1C(=NO2)OCC2CCNCC2 (4-(Cyclobutylmethoxy)-3-(Piperidin-4-ylmethoxy)-1,2-benzisoxazole), CC(C(=O)OC)(C=O)C (methyl 2,2-dimethyl-3-oxopropanoate), C(=O)C1(CCC1)C(=O)OC (methyl 1-formylcyclobutan-carboxylate). Product: C1(CCC1)COC1=CC=CC2=C1C(=NO2)OCC2CCN(CC2)CC(C(=O)OC)(C)C (Methyl 3-[4-({[4-(cyclobutylmethoxy)-1,2-benzisoxazol-3-yl]oxy}methyl)piperidin-1-yl]-2,2-dimethylpropanoate). Reaction SMILES: [CH:1]1([CH2:5][O:6][C:7]2[C:12]3[C:13]([O:16][CH2:17][CH:18]4[CH2:23][CH2:22][NH:21][CH2:20][CH2:19]4)=[N:14][O:15][C:11]=3[CH:10]=[CH:9][CH:8]=2)[CH2:4][CH2:3][CH2:2]1.[CH3:24][C:25]([CH3:32])([CH:30]=O)[C:26]([O:28][CH3:29])=[O:27].C(C1(C(OC)=O)CCC1)=O>>[CH:1]1([CH2:5][O:6][C:7]2[C:12]3[C:13]([O:16][CH2:17][CH:18]4[CH2:19][CH2:20][N:21]([CH2:24][C:25]([CH3:32])([CH3:30])[C:26]([O:28][CH3:29])=[O:27])[CH2:22][CH2:23]4)=[N:14][O:15][C:11]=3[CH:10]=[CH:9][CH:8]=2)[CH2:2][CH2:3][CH2:4]1. Reported procedure: The title compound was prepared according to the procedure described in Step 3 of EXAMPLE 2 using 4-(cyclobutylmethoxy)-3-(piperidin-4-ylmethoxy)-1,2-benzisoxazole (EXAMPLE 17, Step 4) and methyl 2,2-dimethyl-3-oxopropanoate (Tetrahedron Asymmetry 2003, 14, 3371-3378) instead of 3-(piperidin-4-ylmethoxy)-4-(2,2,2-trifluoroethoxy)-1,2-benzisoxazole and methyl 1-formylcyclobutan-carboxylate. The reactants are [Al+3], C1CCOC1, CC1C(=O)c2ccccc2C1(C)C, [H-], [H-], [H-], [H-], [Li+]. Product: CC1C(O)c2ccccc2C1(C)C. Reaction SMILES: [Al+3:15].[CH2:20]1[O:21][CH2:22][CH2:23][CH2:24]1.[CH3:1][C:2]1([CH3:13])[CH:3]([CH3:12])[C:4](=[O:11])[c:5]2[cH:6][cH:7][cH:8][cH:9][c:10]21.[H-:14].[H-:17].[H-:18].[H-:19].[Li+:16]>>[CH3:1][C:2]1([CH3:13])[CH:3]([CH3:12])[CH:4]([OH:11])[c:5]2[cH:6][cH:7][cH:8][cH:9][c:10]21. Reactants: CO, CCN(CC)C(=O)c1ccc(C(c2cccc(NC3CCCCC3)c2)N2CCNCC2)cc1, CCN(CC)C(=O)c1ccc(C(c2cccc(NC3CCCCC3)c2)N2CCN(CC3CC3)CC2)cc1. Yields the product CCN1CCN(C(c2ccc(C(=O)N(CC)CC)cc2)c2cccc(NC3CCCCC3)c2)CC1. RXN SMILES: [CH3:71][OH:72].[CH:1]1([NH:2][c:3]2[cH:4][c:5]([CH:6]([N:7]3[CH2:8][CH2:9][NH:10][CH2:11][CH2:12]3)[c:13]3[cH:14][cH:15][c:16]([C:17]([N:18]([CH2:19][CH3:20])[CH2:21][CH3:22])=[O:23])[cH:24][cH:25]3)[cH:26][cH:27][cH:28]2)[CH2:29][CH2:30][CH2:31][CH2:32][CH2:33]1.[CH:34]1([NH:40][c:41]2[cH:42][c:43]([CH:47]([c:48]3[cH:49][cH:50][c:51]([C:52](=[O:53])[N:54]([CH2:55][CH3:56])[CH2:57][CH3:58])[cH:59][cH:60]3)[N:61]3[CH2:62][CH2:63][N:64]([CH2:67][CH:68]4[CH2:69][CH2:70]4)[CH2:65][CH2:66]3)[cH:44][cH:45][cH:46]2)[CH2:35][CH2:36][CH2:37][CH2:38][CH2:39]1>>[CH:34]1([NH:40][c:41]2[cH:42][c:43]([CH:47]([c:48]3[cH:49][cH:50][c:51]([C:52](=[O:53])[N:54]([CH2:55][CH3:56])[CH2:57][CH3:58])[cH:59][cH:60]3)[N:61]3[CH2:62][CH2:63][N:64]([CH2:67][CH3:68])[CH2:65][CH2:66]3)[cH:44][cH:45][cH:46]2)[CH2:35][CH2:36][CH2:37][CH2:38][CH2:39]1.